Dataset: the Open Reaction Database (ORD), a public repository of structured organic reaction records. Task: describe an organic reaction: reactants, conditions, products, and yield Product: C(C)N(CCC(CCCC1=CC(=CC=C1)OC)=O)CC.O=N (ketoamine 1-diethylamino-6-m-methoxyphenylhexan-3-one). Run in S(O)(O)(=O)=O (sulphuric acid), O (water). Reactants: mercuric sulphate, C(C)N(CC#CCCCC1=CC(=CC=C1)OC)CC (1-diethylamino-6-m-methoxyphenylhex-2-yne), [OH-].[Na+] (sodium hydroxide). Reaction SMILES: [CH2:1]([N:3]([CH2:18][CH3:19])[CH2:4][C:5]#[C:6][CH2:7][CH2:8][CH2:9][C:10]1[CH:15]=[CH:14][CH:13]=[C:12]([O:16][CH3:17])[CH:11]=1)[CH3:2].[OH-:20].[Na+]>S(=O)(=O)(O)O.O>[CH2:18]([N:3]([CH2:1][CH3:2])[CH2:4][CH2:5][C:6](=[O:20])[CH2:7][CH2:8][CH2:9][C:10]1[CH:15]=[CH:14][CH:13]=[C:12]([O:16][CH3:17])[CH:11]=1)[CH3:19].[O:20]=[NH:3] |f:1.2,5.6|. Procedure: Add mercuric sulphate (0.45 g) to a swirled solution of 1-diethylamino-6-m-methoxyphenylhex-2-yne (8.5 g) in concentrated sulphuric acid (2.5 cc) and water (25 cc). Keep the solution under nitrogen at 75°C for 1 hour, then cool, make basic with 10% aqueous sodium hydroxide, and filter through glass wool to remove mercuric oxide. Extract product with ether and wash and dry the ethereal solution. Remove the solvent to obtain the crude ketoamine 1-diethylamino-6-m-methoxyphenylhexan-3-one, infrared... Starting materials: solution, OC1=CC(NC=C1)=O (4-hydroxy-2-pyridone), C(C1=CC=CC=C1)(=O)Cl (benzoyl chloride). Run in N1=CC=CC=C1 (pyridine). Product: C(C1=CC=CC=C1)(=O)OC1=CC(NC=C1)=O (4-benzoyloxy-2-pyridone). The yield is 44.0%. RXN SMILES: [OH:1][C:2]1[CH:7]=[CH:6][NH:5][C:4](=[O:8])[CH:3]=1.[C:9](Cl)(=[O:16])[C:10]1[CH:15]=[CH:14][CH:13]=[CH:12][CH:11]=1>N1C=CC=CC=1>[C:9]([O:1][C:2]1[CH:7]=[CH:6][NH:5][C:4](=[O:8])[CH:3]=1)(=[O:16])[C:10]1[CH:15]=[CH:14][CH:13]=[CH:12][CH:11]=1. Reported procedure: 50 ml of a solution of 1.00 g of 4-hydroxy-2-pyridone and 1.35 ml of benzoyl chloride in pyridine was refluxed for 6 hours. After the pyridine was distilled off, the residue was mixed with water. The precipitate was recovered by filtration and was washed with a small amount of ethanol to obtain 0.86 g of the title compound in a yield of 44%.